describe an organic reaction: reactants, conditions, products, and yield From a dataset of the Open Reaction Database (ORD), a public repository of structured organic reaction records. Reactants: CC(C)CCBr, c1ccc(P(c2ccccc2)c2ccccc2)cc1. Yields the product [Br-], CC(C)CC[P+](c1ccccc1)(c1ccccc1)c1ccccc1. RXN SMILES: [CH3:1][CH:2]([CH2:3][CH2:4][Br:5])[CH3:6].[c:7]1([P:13]([c:14]2[cH:15][cH:16][cH:17][cH:18][cH:19]2)[c:20]2[cH:21][cH:22][cH:23][cH:24][cH:25]2)[cH:8][cH:9][cH:10][cH:11][cH:12]1>>[Br-:5].[CH3:1][CH:2]([CH2:3][CH2:4][P+:13]([c:7]1[cH:8][cH:9][cH:10][cH:11][cH:12]1)([c:14]1[cH:15][cH:16][cH:17][cH:18][cH:19]1)[c:20]1[cH:21][cH:22][cH:23][cH:24][cH:25]1)[CH3:6]. Starting materials: ClCl (Cl2), COC=1C(C2=CC=CC=C2C(C1)=O)=O (2-methoxynaphthalene-1,4-dione), COC=1C(C=2CC=CCC2C(C1)=O)=O (2-methoxy-5,8-dihydronaphthalene-1,4-dione), C(Cl)(Cl)Cl (CHCl3), CCOC(=O)C (EtOAc). Run in CCO (EtOH), CCO (EtOH), CCO (EtOH). Product: COC=1C(C=2C(C(CCC2C(C1)=O)Cl)Cl)=O (2-Methoxy-7,8-dichloro-5,6,7,8-tetrahydronaphthalene-1,4-dione). As a reaction SMILES: [CH3:1][O:2][C:3]1[C:4](=[O:14])[C:5]2C[CH:7]=[CH:8][CH2:9][C:10]=2[C:11](=[O:13])[CH:12]=1.[Cl:15]Cl.CCOC(C)=O.COC1C(=O)C2C(C(=O)C=1)=CC=CC=2.[CH:37]([Cl:40])(Cl)Cl>CCO>[CH3:1][O:2][C:3]1[C:4](=[O:14])[C:5]2[CH:37]([Cl:40])[CH:7]([Cl:15])[CH2:8][CH2:9][C:10]=2[C:11](=[O:13])[CH:12]=1. Reported procedure: To a solution of 2-methoxy-5,8-dihydronaphthalene-1,4-dione (2.75 g, 14.4 mmol) in CHCl3 (60 mL, pre-treated with silica gel to remove the EtOH stabilizer) there was added a solution of Cl2 (~1.10 g, ~15.1 mmol) in EtOH-free CHCl3 (50 mL) in portions over 30 min. TLC (5% EtOAc/95% EtOH) indicated total consumption of the starting material and the appearance of a major higher Rf product spot (lower Rf impurity spots were also noted). The solvent was removed in vacuo to yield a yellow syrup. The a... The reactants are C(C)(C)(C)OC(N[C@@H](COC)C1=NC2=C(N1C1=CC=CC=C1)C=C(C=C2)F)=O ([(R)-1-(6-fluoro-1-phenyl-1H-benzoimidazol-2-yl)-2-methoxyethyl]carbamic acid tert-butyl ester), C(=O)(C(F)(F)F)O (TFA). The solvent is C(Cl)Cl (DCM). Conditions: time 2 hour. The product is FC=1C=CC2=C(N(C(=N2)[C@H](COC)N)C2=CC=CC=C2)C1 ((R)-1-(6-Fluoro-1-phenyl-1H-benzoimidazol-2-yl)-2-methoxyethylamine). Isolated yield 65.3%. As a reaction SMILES: C(OC(=O)[NH:7][C@H:8]([C:12]1[N:16]([C:17]2[CH:22]=[CH:21][CH:20]=[CH:19][CH:18]=2)[C:15]2[CH:23]=[C:24]([F:27])[CH:25]=[CH:26][C:14]=2[N:13]=1)[CH2:9][O:10][CH3:11])(C)(C)C.C(O)(C(F)(F)F)=O>C(Cl)Cl>[F:27][C:24]1[CH:25]=[CH:26][C:14]2[N:13]=[C:12]([C@@H:8]([NH2:7])[CH2:9][O:10][CH3:11])[N:16]([C:17]3[CH:18]=[CH:19][CH:20]=[CH:21][CH:22]=3)[C:15]=2[CH:23]=1. Procedure: To a solution of [(R)-1-(6-fluoro-1-phenyl-1H-benzoimidazol-2-yl)-2-methoxyethyl]carbamic acid tert-butyl ester (0.227 g, 0.59 mmol) in DCM (4.5 mL) was added TFA (2.5 mL) and the mixture stirred at RT for 2 h. The volatiles were removed in vacuo and the resulting residue partitioned between DCM and a saturated aqueous solution of NaHCO3. The two phase system was stirred for 10 min, then the organic fraction was dried (MgSO4) and concentrated in vacuo. The resulting residue was purified by colum... Reactants: BrCc1ccc2ccccc2c1, CN(C)C=O, [H-], Nc1ccc2c(O)cccc2c1, [Na+]. Product: Nc1ccc2c(OCc3ccc4ccccc4c3)cccc2c1. RXN SMILES: [Br:1][CH2:2][c:3]1[cH:4][c:5]2[cH:6][cH:7][cH:8][cH:9][c:10]2[cH:11][cH:12]1.[CH3:27][N:28]([CH3:29])[CH:30]=[O:31].[H-:25].[NH2:13][c:14]1[cH:15][c:16]2[cH:17][cH:18][cH:19][c:20]([OH:24])[c:21]2[cH:22][cH:23]1.[Na+:26]>>[CH2:2]([c:3]1[cH:4][c:5]2[cH:6][cH:7][cH:8][cH:9][c:10]2[cH:11][cH:12]1)[O:24][c:20]1[cH:19][cH:18][cH:17][c:16]2[cH:15][c:14]([NH2:13])[cH:23][cH:22][c:21]21. Starting materials: CC(C)(C)OC(=O)NN, ClCCl, Cc1ccc(C(=O)Cl)o1. The product is Cc1ccc(C(=O)NN)o1. As a reaction SMILES: [C:1]([NH:2][NH2:3])([O:4][C:5]([CH3:6])([CH3:7])[CH3:8])=[O:9].[CH2:19]([Cl:20])[Cl:21].[CH3:10][c:11]1[cH:12][cH:13][c:14]([C:16](=[O:17])[Cl:18])[o:15]1>>[NH:2]([NH2:3])[C:16]([c:14]1[cH:13][cH:12][c:11]([CH3:10])[o:15]1)=[O:17]. Starting materials: CCc1cc(C#N)ccc1N=C1SCC2(CCCC2)N1C1CCCC1, CC(C)C[AlH]CC(C)C, CCOC(C)=O, Cc1ccccc1. The product is CCc1cc(C=O)ccc1N=C1SCC2(CCCC2)N1C1CCCC1. Reaction SMILES: [C:1](#[N:2])[c:3]1[cH:4][c:5]([CH2:24][CH3:25])[c:6]([N:9]=[C:10]2[N:11]([CH:19]3[CH2:20][CH2:21][CH2:22][CH2:23]3)[C:12]3([CH2:13][S:14]2)[CH2:15][CH2:16][CH2:17][CH2:18]3)[cH:7][cH:8]1.[CH3:26][CH:27]([CH2:28][AlH:29][CH2:30][CH:31]([CH3:32])[CH3:33])[CH3:34].[CH3:35][CH2:36][O:37][C:38]([CH3:39])=[O:40].[CH3:41][c:42]1[cH:43][cH:44][cH:45][cH:46][cH:47]1>>[CH:1]([c:3]1[cH:4][c:5]([CH2:24][CH3:25])[c:6]([N:9]=[C:10]2[N:11]([CH:19]3[CH2:20][CH2:21][CH2:22][CH2:23]3)[C:12]3([CH2:13][S:14]2)[CH2:15][CH2:16][CH2:17][CH2:18]3)[cH:7][cH:8]1)=[O:37]. Reactants: C(C)(C)(C)OC(=O)N[C@@H](CC1=CC=C(C=C1)OCC1=CC=CC=C1)C=O (N-tert-butoxycarbonyl-O-benzyl-L-tyrosinal), N1CCOCC1 (morpholine), C(#N)[BH3-].[Na+] (sodium cyanotrihydridoborate). The solvent is CO (methanol), CO (methanol). Reaction conditions: time 24 hour. The product is C(C)(C)(C)OC(NC(CC1=CC=C(C=C1)OCC1=CC=CC=C1)CN1CCOCC1)=O ([2-(4-benzyloxy-phenyl)-1-morpholin-4-ylmethyl-ethyl]-carbamic acid tert-butyl ester). Isolated yield 44.8%. Reaction SMILES: [C:1]([O:5][C:6]([NH:8][C@H:9]([CH:25]=O)[CH2:10][C:11]1[CH:16]=[CH:15][C:14]([O:17][CH2:18][C:19]2[CH:24]=[CH:23][CH:22]=[CH:21][CH:20]=2)=[CH:13][CH:12]=1)=[O:7])([CH3:4])([CH3:3])[CH3:2].[NH:27]1[CH2:32][CH2:31][O:30][CH2:29][CH2:28]1.C([BH3-])#N.[Na+]>CO>[C:1]([O:5][C:6](=[O:7])[NH:8][CH:9]([CH2:25][N:27]1[CH2:32][CH2:31][O:30][CH2:29][CH2:28]1)[CH2:10][C:11]1[CH:12]=[CH:13][C:14]([O:17][CH2:18][C:19]2[CH:24]=[CH:23][CH:22]=[CH:21][CH:20]=2)=[CH:15][CH:16]=1)([CH3:4])([CH3:2])[CH3:3] |f:2.3|. Procedure details: A solution consisting of 2.86 g (8 mmol) N-tert-butoxycarbonyl-O-benzyl-L-tyrosinal and 0.701 mL (8 mmol) morpholine (Aldrich, Milwaukee, Wis.) in 36 mL methanol containing 1% acetic acid was stirred at 25° C. for 20 minutes, at which time a solution of 1.06 g (16 mmol) sodium cyanotrihydridoborate (Aldrich, Milwaukee, Wis.) in 12 mL methanol was added and the resulting mixture stirred for 24 hours. The reaction was quenched by the addition of 3 M HCl in 3 mL increments until the vigorous bubbli... The product is C(C(C)C)N(C)C1=C(CS(=O)C=2NC=3C(=NC=CC3)N2)C=CC=C1 (2-[2-(N-isobutyl-N-methylamino)benzylsulfinyl]imidazo[4,5-b]pyridine). Procedure: 2-Mercaptoimidazo[4,5-b]pyridine and 2-(N-isobutyl-N-methylamino)benzyl chloride hydrochloride were reacted in an aqueous ethanol solution in the presence of sodium hydroxide to obtain 2-[2-(N-isobutyl-N-methylamino)benzylthio]imidazo[4,5-b]pyridine in the same manner as in Example 1-(2). The obtained 2-[2-(N-isobutyl-N-methylamino)benzylthio]imidazo[4,5-b]pyridine was oxidized by m-chloroperbenzoic acid in chloroform in the same manner as in Example 9-(3) to give 2-[2-(N-isobutyl-N-methylamino)... Starting materials: C(C(C)C)N(C)C1=C(CSC=2NC=3C(=NC=CC3)N2)C=CC=C1 (2-[2-(N-isobutyl-N-methylamino)benzylthio]imidazo[4,5-b]pyridine), ClC1=CC(=CC=C1)C(=O)OO (m-chloroperbenzoic acid). Reaction SMILES: [CH2:1]([N:5]([C:7]1[CH:23]=[CH:22][CH:21]=[CH:20][C:8]=1[CH2:9][S:10][C:11]1[NH:12][C:13]2[C:14]([N:19]=1)=[N:15][CH:16]=[CH:17][CH:18]=2)[CH3:6])[CH:2]([CH3:4])[CH3:3].ClC1C=CC=C(C(OO)=[O:32])C=1>C(Cl)(Cl)Cl>[CH2:1]([N:5]([C:7]1[CH:23]=[CH:22][CH:21]=[CH:20][C:8]=1[CH2:9][S:10]([C:11]1[NH:12][C:13]2[C:14]([N:19]=1)=[N:15][CH:16]=[CH:17][CH:18]=2)=[O:32])[CH3:6])[CH:2]([CH3:4])[CH3:3]. The solvent is C(Cl)(Cl)Cl (chloroform). Starting materials: C(C)(C)(C)OC(=O)N1CC2=CC=C(C=C2CC1)Br (6-bromo-3,4-dihydro-1H-isoquinoline-2-carboxylic acid tert-butyl ester), CN(CCN)C (N,N-dimethylethylen-diamine), [I-].[Na+] (sodium iodide). Reagents/catalysts: [Cu]I (copper(I)-iodide). The solvent is O1CCOCC1 (1,4-dioxane), N (ammonia). Run at temperature 110 celsius, time 14 hour. Yields the product C(C)(C)(C)OC(=O)N1CC2=CC=C(C=C2CC1)I (6-Iodo-3,4-dihydro-1H-isoquinoline-2-carboxylic Acid Tert-Butyl Ester). Reaction SMILES: [C:1]([O:5][C:6]([N:8]1[CH2:17][CH2:16][C:15]2[C:10](=[CH:11][CH:12]=[C:13](Br)[CH:14]=2)[CH2:9]1)=[O:7])([CH3:4])([CH3:3])[CH3:2].CN(C)CCN.[I-:25].[Na+]>O1CCOCC1.N.[Cu]I>[C:1]([O:5][C:6]([N:8]1[CH2:17][CH2:16][C:15]2[C:10](=[CH:11][CH:12]=[C:13]([I:25])[CH:14]=2)[CH2:9]1)=[O:7])([CH3:4])([CH3:3])[CH3:2] |f:2.3|. Procedure details: To 13.0 g (41.6 mmol) 6-bromo-3,4-dihydro-1H-isoquinoline-2-carboxylic acid tert-butyl ester in 42 mL 1,4-dioxane is added 817 mg (4.21 mmol) copper(I)-iodide under argon. After flushing with argon, 0.89 mL (8.33 mmol) N,N-dimethylethylen-diamine and 12.5 g (83.3 mmol) sodium iodide is added at RT. The reaction mixture is stirred 14 h at 110° C., is cooled to RT and is diluted with 5% aqueous ammonia-solution. The layers are separated and the aqueous phase is extracted with EtOAc. The combined o... Reactants: FCCOC1=CC=C(C(=O)OC)C=C1 (methyl 4-(2-fluoroethoxy)benzoate), [Li+].[OH-] (LiOH). The solvent is O1CCOCC1 (dioxane). Conditions: time 18 hour. Yields the product FCCOC1=CC=C(C(=O)O)C=C1 (4-(2-Fluoroethoxy)benzoic Acid). The yield is 69.9%. RXN SMILES: [F:1][CH2:2][CH2:3][O:4][C:5]1[CH:14]=[CH:13][C:8]([C:9]([O:11]C)=[O:10])=[CH:7][CH:6]=1.[Li+].[OH-]>O1CCOCC1>[F:1][CH2:2][CH2:3][O:4][C:5]1[CH:14]=[CH:13][C:8]([C:9]([OH:11])=[O:10])=[CH:7][CH:6]=1 |f:1.2|. Reported procedure: To a solution of methyl 4-(2-fluoroethoxy)benzoate (7.7 g, 38.85 mmol) in dioxane (100 mL) was added LiOH (2M, 39 mL). The reaction mixture was stirred at room temperature for 18 hours, and then concentrated in vacuo. The residue was dissolved in H2O (30 ml) and extracted with ether. Under cooling the aqueous was acidified with HCl (6N) and extracted with CHCl3. The organic extracts were dried over MgSO4. Evaporation and recrystallization from ethyl acetate and methylene chloride gave the title ...